This data is from the Open Reaction Database (ORD), a public repository of structured organic reaction records. The task is: describe an organic reaction: reactants, conditions, products, and yield Product: CNC1=C(C(=O)N2N=C(C3=CC=C(C=C23)Cl)O)C=CC=C1 (1-(o-Methylaminobenzoyl)-6-chloro-1H-indazol-3-ol). As a reaction SMILES: [Cl:1][C:2]1[CH:10]=[C:9]2[C:5]([C:6]([OH:11])=[N:7][NH:8]2)=[CH:4][CH:3]=1.[CH3:12][N:13]1C(=O)O[C:16](=[O:17])[C:15]2=[CH:21][CH:22]=[CH:23][CH:24]=[C:14]12>>[CH3:12][NH:13][C:14]1[CH:24]=[CH:23][CH:22]=[CH:21][C:15]=1[C:16]([N:8]1[C:9]2[C:5](=[CH:4][CH:3]=[C:2]([Cl:1])[CH:10]=2)[C:6]([OH:11])=[N:7]1)=[O:17]. Procedure details: 6-Chloro-1H-indazol-3-ol was reacted with N-methylisatoic anhydride according to the general procedure A above and afforded the desired amine as a yellow solid in 59.0% yield; m.p. 203°-205° C. The reactants are ClC1=CC=C2C(=NNC2=C1)O (6-Chloro-1H-indazol-3-ol), CN1C=2C(C(=O)OC1=O)=CC=CC2 (N-methylisatoic anhydride). Yield: 59.0%.